From a dataset of the Open Reaction Database (ORD), a public repository of structured organic reaction records. describe an organic reaction: reactants, conditions, products, and yield The reactants are CN(NC(NCC1=CC=CC=C1)=O)CC(=O)OCC (ethyl 2-(1-methyl-2-(benzylcarbamoyl)hydrazinyl)acetate), O.[OH-].[Li+] (lithium hydroxide monohydrate). Solvent: O (water), O1CCCC1.CO.O (tetrahydrofuran methanol water). Conditions: time 8 hour. Product: C(C1=CC=CC=C1)NC(=O)NN(C)CC(=O)O (2-(2-(benzylcarbamoyl)-1-methylhydrazinyl)acetic acid). Yield: 88.5%. RXN SMILES: [CH3:1][N:2]([CH2:14][C:15]([O:17]CC)=[O:16])[NH:3][C:4](=[O:13])[NH:5][CH2:6][C:7]1[CH:12]=[CH:11][CH:10]=[CH:9][CH:8]=1.O.[OH-].[Li+]>O1CCCC1.CO.O.O>[CH2:6]([NH:5][C:4]([NH:3][N:2]([CH2:14][C:15]([OH:17])=[O:16])[CH3:1])=[O:13])[C:7]1[CH:8]=[CH:9][CH:10]=[CH:11][CH:12]=1 |f:1.2.3,4.5.6|. Procedure details: To a solution of ethyl 2-(1-methyl-2-(benzylcarbamoyl)hydrazinyl)acetate (Compound XXXII-1) 1.33 g (5.0 mmol) in tetrahydrofuran/methanol/water (2:3:1) 24 ml, lithium hydroxide monohydrate 420 mg (10.0 mmol) was added and the mixture was stirred at room temperature overnight. The reaction mixture was diluted with water 25 ml and washed with ether 25 ml. The aqueous phase was acidified with 10%-citric acid 25 ml and extracted with chloroform 30 ml. The organic phase was washed with brine 25 ml an... Reactants: C1(=CC=CC=C1)O (phenol), C=O (formaldehyde). The product is C1=C(C=CC=C1O)C (m-cresol), C=O (formaldehyde). RXN SMILES: [C:1]1([OH:7])[CH:6]=[CH:5][CH:4]=[CH:3][CH:2]=1.[CH2:8]=[O:9]>>[CH:6]1[C:1]([OH:7])=[CH:2][CH:3]=[CH:4][C:5]=1[CH3:8].[CH2:8]=[O:9]. Procedure details: Among these, for example, a novolak resin obtained from phenol and formaldehyde, a novolak resin obtained from m-cresol n and formaldehyde, a novolak resin obtained from p-cresol and formaldehyde, a novolak resin obtained from o-cresol and formaldehyde, a novolak resin obtained from octylphenol and formaldehyde, a novolak resin obtained from an m-/p-cresol mixture and formaldehyde, a novolak resin obtained from a phenol/cresol (any one of m-, p-, o- or m-/p-, m-/o-, o-/p-mixture) mixture and for... Reactants: ClC1=CC(=NC=N1)C(=O)NC1=C(C=C(C=C1)O)C (6-chloro-N-(4-hydroxy-2-methylphenyl)pyrimidine-4-carboxamide), ClC1=CC(=NC=N1)C(=O)NC1=C(C=C(C=C1)O)C (6-chloro-N-(4-hydroxy-2-methylphenyl)pyrimidine-4-carboxamide). Product: CC(CC)OC1=CC(=NC=N1)C(=O)NC1=C(C=C(C=C1)O)C (6-(2-butoxy)-N-(4-hydroxy-2-methylphenyl)pyrimidine-4-carboxamide). Reported procedure: Following the general method as outlined in Example 26, starting from 6-chloro-N-(4-hydroxy-2-methylphenyl)pyrimidine-4-carboxamide (Intermediate 8) and 2-butanol (Fluka), the title compound was obtained as a yellow solid after purification by column chromatography (silica) eluting with cyclohexane containing increasing amounts of EtOAc. The solvent is CC(CC)O (2-butanol). Reaction SMILES: Cl[C:2]1[N:7]=[CH:6][N:5]=[C:4]([C:8]([NH:10][C:11]2[CH:16]=[CH:15][C:14]([OH:17])=[CH:13][C:12]=2[CH3:18])=[O:9])[CH:3]=1>CC(O)CC>[CH3:15][CH:14]([O:17][C:2]1[N:7]=[CH:6][N:5]=[C:4]([C:8]([NH:10][C:11]2[CH:16]=[CH:15][C:14]([OH:17])=[CH:13][C:12]=2[CH3:18])=[O:9])[CH:3]=1)[CH2:13][CH3:12].